Dataset: the Open Reaction Database (ORD), a public repository of structured organic reaction records. Task: describe an organic reaction: reactants, conditions, products, and yield The reactants are B, C1CCOC1, CSC, O=C1CC2CC(CN2C(=O)OCc2ccccc2)N1. Product: O=C(OCc1ccccc1)N1CC2CC1CCN2. Reaction SMILES: [BH3:23].[CH2:24]1[O:25][CH2:26][CH2:27][CH2:28]1.[CH3:20][S:21][CH3:22].[O:1]=[C:2]1[NH:3][CH:4]2[CH2:5][N:6]([C:10](=[O:11])[O:12][CH2:13][c:14]3[cH:15][cH:16][cH:17][cH:18][cH:19]3)[CH:7]([CH2:8]1)[CH2:9]2>>[CH2:2]1[NH:3][CH:4]2[CH2:5][N:6]([C:10](=[O:11])[O:12][CH2:13][c:14]3[cH:15][cH:16][cH:17][cH:18][cH:19]3)[CH:7]([CH2:8]1)[CH2:9]2. Reactants: FC=1C(=NC(=CC1)C)C1=NC=CC(=C1)NC1=C2C(=NC=C1)C=NN2CC2=CC=C(C=C2)OC (N-(3′-Fluoro-6′-methyl-2,2′-bipyridin-4-yl)-1-(4-methoxybenzyl)-1H-pyrazolo[4,3-b]pyridin-7-amine), C([O-])(O)=O.[Na+] (sodium bicarbonate), FC=1C(=NC(=CC1)C)C1=NC=CC(=C1)NC=1C=2C(N=CC1)=CN(N2)CC2=CC=C(C=C2)OC (N-(3′-fluoro-6′-methyl-2,2′-bipyridin-4-yl)-2-(4-methoxybenzyl)-2H-pyrazolo[4,3-b]pyridin-7-amine), FC(C(=O)O)(F)F (trifluoroacetic acid). The solvent is ClCCl (dichloromethane). Reaction conditions: temperature 70 celsius. Yields the product FC=1C(=NC(=CC1)C)C1=NC=CC(=C1)NC1=C2C(=NC=C1)C=NN2 (N-(3′-fluoro-6′-methyl-2,2′-bipyridin-4-yl)-1H-pyrazolo[4,3-b]pyridin-7-amine). RXN SMILES: [F:1][C:2]1[C:3]([C:9]2[CH:14]=[C:13]([NH:15][C:16]3[CH:21]=[CH:20][N:19]=[C:18]4[CH:22]=[N:23][N:24](CC5C=CC(OC)=CC=5)[C:17]=34)[CH:12]=[CH:11][N:10]=2)=[N:4][C:5]([CH3:8])=[CH:6][CH:7]=1.FC1C(C2C=C(NC3C4C(=CN(CC5C=CC(OC)=CC=5)N=4)N=CC=3)C=CN=2)=NC(C)=CC=1.FC(F)(F)C(O)=O.C(=O)(O)[O-].[Na+]>ClCCl>[F:1][C:2]1[C:3]([C:9]2[CH:14]=[C:13]([NH:15][C:16]3[CH:21]=[CH:20][N:19]=[C:18]4[CH:22]=[N:23][NH:24][C:17]=34)[CH:12]=[CH:11][N:10]=2)=[N:4][C:5]([CH3:8])=[CH:6][CH:7]=1 |f:3.4|. Procedure: N-(3′-Fluoro-6′-methyl-2,2′-bipyridin-4-yl)-1-(4-methoxybenzyl)-1H-pyrazolo[4,3-b]pyridin-7-amine and N-(3′-fluoro-6′-methyl-2,2′-bipyridin-4-yl)-2-(4-methoxybenzyl)-2H-pyrazolo[4,3-b]pyridin-7-amine and trifluoroacetic acid (20 mL) were combined and heated at 70° C. for 3 hours. The reaction mixture was then cooled, concentrated give a residue which was suspended in dichloromethane (50 mL) and added to a saturated solution of sodium bicarbonate (50 mL) with stirring. The mixture was sonicated a... Starting materials: CCCC(CCC)COc1cccc(CC(O)CCl)c1, [N-]=[N+]=[N-], [Na+]. The product is CCCC(CCC)COc1cccc(CC(O)CN=[N+]=[N-])c1. RXN SMILES: [Cl:1][CH2:2][CH:3]([CH2:4][c:5]1[cH:6][c:7]([O:11][CH2:12][CH:13]([CH2:14][CH2:15][CH3:16])[CH2:17][CH2:18][CH3:19])[cH:8][cH:9][cH:10]1)[OH:20].[N-:22]=[N+:23]=[N-:24].[Na+:21]>>[CH2:2]([CH:3]([CH2:4][c:5]1[cH:6][c:7]([O:11][CH2:12][CH:13]([CH2:14][CH2:15][CH3:16])[CH2:17][CH2:18][CH3:19])[cH:8][cH:9][cH:10]1)[OH:20])[N:22]=[N+:23]=[N-:24]. Starting materials: BrC=1C=CC2=C(OCCC3=C2SC(=C3)C(=O)O)C1 (8-bromo-4,5-dihydrobenzo[b]thieno[2,3-d]oxepine-2-carboxylic acid), acid chloride, [Si](C)(C)(C(C)(C)C)OCCNC1=C(C=CC=C1)Cl (N-(2-(tert-butyldimethylsilyloxy)ethyl)-2-chloroaniline). The product is BrC=1C=CC2=C(OCCC3=C2SC(=C3)C(=O)N(CCO)C3=C(C=CC=C3)Cl)C1 (8-bromo-N-(2-chlorophenyl)-N-(2-hydroxyethyl)-4,5-dihydrobenzo[b]thieno[2,3-d]oxepine-2-carboxamide). Isolated yield 25.0%. As a reaction SMILES: [Br:1][C:2]1[CH:3]=[CH:4][C:5]2[C:11]3[S:12][C:13]([C:15]([OH:17])=O)=[CH:14][C:10]=3[CH2:9][CH2:8][O:7][C:6]=2[CH:18]=1.[Si]([O:26][CH2:27][CH2:28][NH:29][C:30]1[CH:35]=[CH:34][CH:33]=[CH:32][C:31]=1[Cl:36])(C(C)(C)C)(C)C>>[Br:1][C:2]1[CH:3]=[CH:4][C:5]2[C:11]3[S:12][C:13]([C:15]([N:29]([C:30]4[CH:35]=[CH:34][CH:33]=[CH:32][C:31]=4[Cl:36])[CH2:28][CH2:27][OH:26])=[O:17])=[CH:14][C:10]=3[CH2:9][CH2:8][O:7][C:6]=2[CH:18]=1. Reported procedure: Following Example 16, 8-bromo-4,5-dihydrobenzo[b]thieno[2,3-d]oxepine-2-carboxylic acid was converted to the acid chloride and reacted with N-(2-(tert-butyldimethylsilyloxy)ethyl)-2-chloroaniline. Desilylation gave 233 (yield 25%). MS: (ESI+) 480 Starting materials: BrCc1ccccc1, O=C([O-])[O-], CN(C)C=O, [K+], [K+], O, COc1ccc(O)c(C=O)c1. The product is COc1ccc(OCc2ccccc2)c(C=O)c1. Reaction SMILES: [Br:18][CH2:19][c:20]1[cH:21][cH:22][cH:23][cH:24][cH:25]1.[C:12](=[O:13])([O-:14])[O-:15].[CH3:27][N:28]([CH3:29])[CH:30]=[O:31].[K+:16].[K+:17].[OH2:26].[OH:1][c:2]1[c:3]([CH:4]=[O:5])[cH:6][c:7]([O:10][CH3:11])[cH:8][cH:9]1>>[O:1]([c:2]1[c:3]([CH:4]=[O:5])[cH:6][c:7]([O:10][CH3:11])[cH:8][cH:9]1)[CH2:19][c:20]1[cH:21][cH:22][cH:23][cH:24][cH:25]1. Starting materials: CCO, Cl, [Na+], [OH-], CCOC(=O)COc1cccc2c1CCC(COC(=O)N(c1ccccc1)c1ccccc1)C2. Yields the product O=C(O)COc1cccc2c1CCC(COC(=O)N(c1ccccc1)c1ccccc1)C2. As a reaction SMILES: [CH3:38][CH2:39][OH:40].[ClH:37].[Na+:36].[OH-:35].[c:1]1([N:7]([C:8]([O:9][CH2:10][CH:11]2[CH2:12][c:13]3[cH:14][cH:15][cH:16][c:17]([O:21][CH2:22][C:23](=[O:24])[O:25][CH2:26][CH3:27])[c:18]3[CH2:19][CH2:20]2)=[O:28])[c:29]2[cH:30][cH:31][cH:32][cH:33][cH:34]2)[cH:2][cH:3][cH:4][cH:5][cH:6]1>>[c:1]1([N:7]([C:8]([O:9][CH2:10][CH:11]2[CH2:12][c:13]3[cH:14][cH:15][cH:16][c:17]([O:21][CH2:22][C:23](=[O:24])[OH:25])[c:18]3[CH2:19][CH2:20]2)=[O:28])[c:29]2[cH:30][cH:31][cH:32][cH:33][cH:34]2)[cH:2][cH:3][cH:4][cH:5][cH:6]1.